describe an organic reaction: reactants, conditions, products, and yield From a dataset of the Open Reaction Database (ORD), a public repository of structured organic reaction records. Starting materials: B(Br)(Br)Br (boron tribromide), ClC=1N(N=C2CCCCC12)C1=C(C=C(C(=C1)OC(C)C)Cl)Cl (3-chloro-2-(2,4-dichloro-5-isopropoxyphenyl)-4,5,6,7-tetrahydro-2H-indazole), O (water), CCOCC (ether), resultant mixture. Run in ClCCl (dichloromethane), ClCCl (dichloromethane). Run at temperature -78 celsius. The product is ClC1=C(C=C(C(=C1)Cl)O)N1N=C2CCCCC2=C1 (2-(2,4-Dichloro-5-hydroxyphenyl)-4,5,6,7-tetrahydro-2H-indazole). Yield: 97.9%. RXN SMILES: B(Br)(Br)Br.Cl[C:6]1[N:7]([C:15]2[CH:20]=[C:19]([O:21]C(C)C)[C:18]([Cl:25])=[CH:17][C:16]=2[Cl:26])[N:8]=[C:9]2[C:14]=1[CH2:13][CH2:12][CH2:11][CH2:10]2.O.CCOCC>ClCCl>[Cl:26][C:16]1[CH:17]=[C:18]([Cl:25])[C:19]([OH:21])=[CH:20][C:15]=1[N:7]1[CH:6]=[C:14]2[C:9]([CH2:10][CH2:11][CH2:12][CH2:13]2)=[N:8]1. Procedure details: To a solution of 2.78 g boron tribromide in 5 ml of dichloromethane was added a solution of 3.10 g of 3-chloro-2-(2,4-dichloro-5-isopropoxyphenyl)-4,5,6,7-tetrahydro-2H-indazole VII-1 in 35 ml of dichloromethane under cooling at -78° C. in 15 minutes. The resultant mixture was stirred at -78° C. for 0.5 hours and at room temperature for 1.5 hours and mixed with water and ether at 0° C. The mixture was basified, and the aqueous layer was separated and acidified and shaken with ether. The extract ... Yield: 77.8%. Product: OCC(CCCC)NC1=C(C(=O)NCC2=CC3=C(OCO3)C=C2)C=C(C=C1)[N+](=O)[O-] (2-[1-(1-Hydroxymethyl)pentylamino]-5-nitro-N-(1,3-benzodioxol-5-ylmethyl)benzamide). As a reaction SMILES: F[C:2]1[CH:20]=[CH:19][C:18]([N+:21]([O-:23])=[O:22])=[CH:17][C:3]=1[C:4]([NH:6][CH2:7][C:8]1[CH:16]=[CH:15][C:11]2[O:12][CH2:13][O:14][C:10]=2[CH:9]=1)=[O:5].[NH2:24][CH:25]([CH2:28][CH2:29][CH2:30][CH3:31])[CH2:26][OH:27]>>[OH:27][CH2:26][CH:25]([NH:24][C:2]1[CH:20]=[CH:19][C:18]([N+:21]([O-:23])=[O:22])=[CH:17][C:3]=1[C:4]([NH:6][CH2:7][C:8]1[CH:16]=[CH:15][C:11]2[O:12][CH2:13][O:14][C:10]=2[CH:9]=1)=[O:5])[CH2:28][CH2:29][CH2:30][CH3:31]. Reactants: FC1=C(C(=O)NCC2=CC3=C(OCO3)C=C2)C=C(C=C1)[N+](=O)[O-] (2-fluoro-5-nitro-N-(1,3-benzodioxol-5-ylmethyl)benzamide), NC(CO)CCCC (2-amino-1-hexanol). Procedure details: 2-[1-(1-Hydroxymethyl)pentylamino]-5-nitro-N-(1,3-benzodioxol-5-ylmethyl)benzamide (203 mg) was prepared from 2-fluoro-5-nitro-N-(1,3-benzodioxol-5-ylmethyl)benzamide (200 mg) and 2-amino-1-hexanol (221 mg) in a similar manner to that of Example 1(1) as yellow crystals. mp 112-115° C. Reactants: [H-].[Na+] (sodium hydride), COC(C(C1=CC=C(C=C1)O)=O)=O (4-hydroxy-alpha-oxobenzeneacetic acid methyl ester), FC1=CC=C(C=C1)CCCBr (4-fluorophenylpropyl bromide). Run in CN(C=O)C (dimethylformamide). Conditions: temperature 60 celsius, time 15 minute. The product is COC(C(C1=CC=C(C=C1)OCCCC1=CC=C(C=C1)F)=O)=O (4-[[3-(4-fluorophenyl)propyl]oxy]-alpha-oxobenzeneacetic acid methyl ester). The yield is 36.8%. Reaction SMILES: [CH3:1][O:2][C:3](=[O:13])[C:4](=[O:12])[C:5]1[CH:10]=[CH:9][C:8]([OH:11])=[CH:7][CH:6]=1.[H-].[Na+].[F:16][C:17]1[CH:22]=[CH:21][C:20]([CH2:23][CH2:24][CH2:25]Br)=[CH:19][CH:18]=1>CN(C)C=O>[CH3:1][O:2][C:3](=[O:13])[C:4](=[O:12])[C:5]1[CH:10]=[CH:9][C:8]([O:11][CH2:25][CH2:24][CH2:23][C:20]2[CH:21]=[CH:22][C:17]([F:16])=[CH:18][CH:19]=2)=[CH:7][CH:6]=1 |f:1.2|. Reported procedure: A stirred mixture of 4-hydroxy-alpha-oxobenzeneacetic acid methyl ester (1.63 g) in dimethylformamide (20 mL) under argon was treated with 55% sodium hydride (0.394 g), stirred for 15 minutes and treated with 4-fluorophenylpropyl bromide (1.25 g). The mixture was heated at 60° C. overnight and worked up as in Example 20. The material was purified on HPLC (dichloromethane-hexane; 4:1) and crystallized from diethyl etherhexane to provide 0.67 g of 4-[[3-(4-fluorophenyl)propyl]oxy]-alpha-oxobenzene... The reactants are C(C1=CC=C(C=C1)OC)(=O)[C@]([C@](C(=O)O)(O)C(C1=CC=C(C=C1)OC)=O)(O)C(=O)O.CN(CC[C@@H](C=1SC=CC1)OC1=CC=CC2=CC=CC=C12)C ((S)—N,N-dimethyl-3-(1-naphthalenyloxy)-3-(2-thienyl)propanamine di-p-anisoyl-L-tartarate salt), O (water), N (ammonia). The solvent is ClCCl (dichloromethane). Reaction conditions: time 22.5 minute. Product: CN(CC[C@@H](C=1SC=CC1)OC1=CC=CC2=CC=CC=C12)C ((S)-(+)-N,N-dimethyl-3-(1-naphthalenyloxy)-3-(2-thienyl)propanamine). Reaction SMILES: C([C@@](C(O)=O)(O)[C@@](C(=O)C1C=CC(OC)=CC=1)(O)C(O)=O)(=O)C1C=CC(OC)=CC=1.[CH3:31][N:32]([CH3:52])[CH2:33][CH2:34][C@H:35]([O:41][C:42]1[C:51]2[C:46](=[CH:47][CH:48]=[CH:49][CH:50]=2)[CH:45]=[CH:44][CH:43]=1)[C:36]1[S:37][CH:38]=[CH:39][CH:40]=1.O.N>ClCCl>[CH3:52][N:32]([CH3:31])[CH2:33][CH2:34][C@H:35]([O:41][C:42]1[C:51]2[C:46](=[CH:47][CH:48]=[CH:49][CH:50]=2)[CH:45]=[CH:44][CH:43]=1)[C:36]1[S:37][CH:38]=[CH:39][CH:40]=1 |f:0.1|. Procedure details: The (S)—N,N-dimethyl-3-(1-naphthalenyloxy)-3-(2-thienyl)propanamine di-p-anisoyl-L-tartarate salt (9a) (100 gm) was added to biphasic solvent mixture of water (500 ml) and dichloromethane (250 ml). To the slurry aqueous ammonia was added to adjust the pH to 10.8 and stirred further for 15-30 minutes. Organic layer was separated, washed with water, brine and concentrated to get thick oily mass of (S)-(+)-N,N-dimethyl-3-(1-naphthalenyloxy)-3-(2-thienyl)propanamine (6a). Yield: 44 gm. The reactants are C#CC(=O)OC, Oc1ccc(Cl)cc1. Yields the product COC(=O)C=COc1ccc(Cl)cc1. RXN SMILES: [C:1]([C:2]#[CH:3])(=[O:4])[O:5][CH3:6].[OH:7][c:8]1[cH:9][cH:10][c:11]([Cl:12])[cH:13][cH:14]1>>[C:1]([CH:2]=[CH:3][O:7][c:8]1[cH:9][cH:10][c:11]([Cl:12])[cH:13][cH:14]1)(=[O:4])[O:5][CH3:6]. Starting materials: [N+](=O)([O-])C1=CC=C(C=C1)N1CC(CCC1)N[C@H]1[C@@H](CCCC1)N ((1R,2R)—N1-(1-(4-nitrophenyl)piperidin-3-yl)cyclohexane-1,2-diamine), CN(C)C=O (DMF), C(C)(C)N(CC)C(C)C (diisopropyl ethyl amine), ClC=1OC2=C(N1)C=CC=C2 (2-chlorobenzo[d]oxazole). Run in CO (MeOH). Run at temperature 65 celsius, time 1 hour. Product: O1C(=NC2=C1C=CC=C2)N[C@H]2[C@@H](CCCC2)N[C@@H]2CN(CCC2)C2=CC=C(C=C2)[N+](=O)[O-] ((1R,2R)—N1-(benzo[d]oxazol-2-yl)-N2-((S)-1-(4-nitrophenyl)piperidin-3-yl)cyclohexane-1,2-diamine). Isolated yield 45.6%. Reaction SMILES: [N+:1]([C:4]1[CH:9]=[CH:8][C:7]([N:10]2[CH2:15][CH2:14][CH2:13][CH:12]([NH:16][C@@H:17]3[CH2:22][CH2:21][CH2:20][CH2:19][C@H:18]3[NH2:23])[CH2:11]2)=[CH:6][CH:5]=1)([O-:3])=[O:2].CN(C=O)C.C(N(C(C)C)CC)(C)C.Cl[C:39]1[O:40][C:41]2[CH:47]=[CH:46][CH:45]=[CH:44][C:42]=2[N:43]=1>CO>[O:40]1[C:41]2[CH:47]=[CH:46][CH:45]=[CH:44][C:42]=2[N:43]=[C:39]1[NH:23][C@@H:18]1[CH2:19][CH2:20][CH2:21][CH2:22][C@H:17]1[NH:16][C@H:12]1[CH2:13][CH2:14][CH2:15][N:10]([C:7]2[CH:6]=[CH:5][C:4]([N+:1]([O-:3])=[O:2])=[CH:9][CH:8]=2)[CH2:11]1. Procedure details: To a 1 dram vial was added (1R,2R)—N1-(1-(4-nitrophenyl)piperidin-3-yl)cyclohexane-1,2-diamine (25 mg, 0.079 mmol), DMF (1 mL), diisopropyl ethyl amine (0.069 mL, 0.393 mmol) and 2-chlorobenzo[d]oxazole (0.013 mL, 0.118 mmol). The vial was capped and the reaction was stirred at 65° C. for 1 hr. After this time, the reaction was diluted with MeOH and purified using RP prep-HPLC. Two diastereomers were separated. The desired isomer had the shorter retention time. The fractions with the desired mat... Reactants: C(C)(C)(C)OC(=O)N1CCC(CC1)CCOCC1=CC=C(C=C1)Cl (1-(tert-butoxycarbonyl)-4-[2-(4-chlorobenzyloxy)ethyl]piperidine), Cl.CCOCC (HCl ether). The solvent is CO (MeOH). Reaction conditions: time 8 hour. Yields the product ClC1=CC=C(COCCC2CCNCC2)C=C1 (4-[2-(4-chlorobenzyloxy)ethyl]piperidine). Isolated yield 445.2%. RXN SMILES: C(OC([N:8]1[CH2:13][CH2:12][CH:11]([CH2:14][CH2:15][O:16][CH2:17][C:18]2[CH:23]=[CH:22][C:21]([Cl:24])=[CH:20][CH:19]=2)[CH2:10][CH2:9]1)=O)(C)(C)C.Cl.CCOCC>CO>[Cl:24][C:21]1[CH:20]=[CH:19][C:18]([CH2:17][O:16][CH2:15][CH2:14][CH:11]2[CH2:12][CH2:13][NH:8][CH2:9][CH2:10]2)=[CH:23][CH:22]=1 |f:1.2|. Procedure details: To a solution of 1-(tert-butoxycarbonyl)-4-[2-(4-chlorobenzyloxy)ethyl]piperidine (760 mg, 0.47 mmol) in MeOH (0.5 mL) was added 2N anhydrous HCl/ether (1.5 mL, 3.0 mmol). The reaction mixture was stirred overnight, then evaporated, and the residue was dissolved in deionized water. EtOAc was used to wash the aqueous layer before the pH was altered to approx. 9-10. The aqueous layer was extracted three times with CH2Cl2, and the combined organic phases were dried over Na2SO4. After evaporation, 4... Starting materials: CC(C)=O, COC1CN(Cc2ccccc2)CCC1(OC)OC, Cc1ccc(S(=O)(=O)O)cc1. Product: COC1CN(Cc2ccccc2)CCC1=O. RXN SMILES: [CH3:31][C:32](=[O:33])[CH3:34].[c:1]1([CH2:7][N:8]2[CH2:9][CH:10]([O:18][CH3:19])[C:11]([O:14][CH3:17])([O:15][CH3:16])[CH2:12][CH2:13]2)[cH:2][cH:3][cH:4][cH:5][cH:6]1.[c:20]1([CH3:21])[cH:22][cH:23][c:24]([S:25]([OH:26])(=[O:27])=[O:28])[cH:29][cH:30]1>>[c:1]1([CH2:7][N:8]2[CH2:9][CH:10]([O:18][CH3:19])[C:11](=[O:14])[CH2:12][CH2:13]2)[cH:2][cH:3][cH:4][cH:5][cH:6]1. Reported procedure: Combine (E)-1-[4-(4-diethylaminobutoxy)phenyl]-1,2-diphenyl-2-chloro-ethylene hydrochloride salt (138.4 g, 0.294 mol) and dichloromethane. Add with stirring a solution of sodium hydroxide (12.8 g) in water (100 mL). After 30 minutes, separate the layers and extract the aqueous layer with dichloromethane. Dry the combined organic layers over MgSO4, filter, and evaporate in vacuo to give a residue. Combine the residue and acetone (1 L). Filter and combine the filtrate with a solution of citric aci... The reactants are Cl.C(C)N(CCCCOC1=CC=C(C=C1)\C(=C(\Cl)/C1=CC=CC=C1)\C1=CC=CC=C1)CC ((E)-1-[4-(4-diethylaminobutoxy)phenyl]-1,2-diphenyl-2-chloro-ethylene hydrochloride salt), C(CC(O)(C(=O)O)CC(=O)O)(=O)O (citric acid), ClCCl (dichloromethane), [OH-].[Na+] (sodium hydroxide). Run at time 30 minute. The product is C(CC(O)(C(=O)O)CC(=O)O)(=O)O.C(C)N(CCCCOC1=CC=C(C=C1)\C(=C(\Cl)/C1=CC=CC=C1)\C1=CC=CC=C1)CC ((E)-1-[4-(4-Diethylaminobutoxy)phenyl]-1,2-diphenyl-2-chloro-ethylene citrate salt). As a reaction SMILES: Cl.[CH2:2]([N:4]([CH2:31][CH3:32])[CH2:5][CH2:6][CH2:7][CH2:8][O:9][C:10]1[CH:15]=[CH:14][C:13](/[C:16](/[C:25]2[CH:30]=[CH:29][CH:28]=[CH:27][CH:26]=2)=[C:17](\[C:19]2[CH:24]=[CH:23][CH:22]=[CH:21][CH:20]=2)/[Cl:18])=[CH:12][CH:11]=1)[CH3:3].ClCCl.[OH-].[Na+].[C:38]([OH:50])(=[O:49])[CH2:39][C:40]([CH2:45][C:46]([OH:48])=[O:47])([C:42]([OH:44])=[O:43])[OH:41]>O.CC(C)=O>[C:38]([OH:50])(=[O:49])[CH2:39][C:40]([CH2:45][C:46]([OH:48])=[O:47])([C:42]([OH:44])=[O:43])[OH:41].[CH2:31]([N:4]([CH2:2][CH3:3])[CH2:5][CH2:6][CH2:7][CH2:8][O:9][C:10]1[CH:15]=[CH:14][C:13](/[C:16](/[C:25]2[CH:30]=[CH:29][CH:28]=[CH:27][CH:26]=2)=[C:17](\[C:19]2[CH:20]=[CH:21][CH:22]=[CH:23][CH:24]=2)/[Cl:18])=[CH:12][CH:11]=1)[CH3:32] |f:0.1,3.4,8.9|. The solvent is CC(=O)C (acetone), O (water), CC(=O)C (acetone). Starting materials: ClC1=C(C=C(N)C=C1)C1=NC=CC=C1 (4-chloro-3-(pyridine-2-yl)aniline), ClC1=C(C(=O)O)C=CC(=C1)S(=O)(=O)C[C@H](C)O ((S)-2-chloro-4-(2-hydroxypropylsulfonyl)benzoic acid). The product is ClC1=C(C(=O)NC2=CC(=C(C=C2)Cl)C2=NC=CC=C2)C=CC(=C1)S(=O)(=O)C[C@H](C)O ((S)-2-chloro-N-(4-chloro-3-(pyridin-2-yl)phenyl)-4-(2-hydroxypropylsulfonyl)benzamide). As a reaction SMILES: [Cl:1][C:2]1[CH:8]=[CH:7][C:5]([NH2:6])=[CH:4][C:3]=1[C:9]1[CH:14]=[CH:13][CH:12]=[CH:11][N:10]=1.[Cl:15][C:16]1[CH:24]=[C:23]([S:25]([CH2:28][C@@H:29]([OH:31])[CH3:30])(=[O:27])=[O:26])[CH:22]=[CH:21][C:17]=1[C:18](O)=[O:19]>>[Cl:15][C:16]1[CH:24]=[C:23]([S:25]([CH2:28][C@@H:29]([OH:31])[CH3:30])(=[O:26])=[O:27])[CH:22]=[CH:21][C:17]=1[C:18]([NH:6][C:5]1[CH:7]=[CH:8][C:2]([Cl:1])=[C:3]([C:9]2[CH:14]=[CH:13][CH:12]=[CH:11][N:10]=2)[CH:4]=1)=[O:19]. Reported procedure: 86 mg of (S)-propylene oxide was reacted with methyl 2-chloro-4-mercaptobenzoate via Procedure S to afford (S)-methyl 2-chloro-4-(2-hydroxypropylthio)benzoate. 275 mg of (S)-methyl-2-chloro-4-(2-hydroxypropylthio)benzoate was hydrolyzed via Procedure M to give (S)-2-chloro-4-(2-hydroxypropylthio)benzoic acid. 220 mg of (S)-2-chloro-4-(2-hydroxypropylthio)benzoic acid was reacted via Procedure R to give (S)-2-chloro-4-(2-hydroxypropylsulfonyl)benzoic acid. 70 mg of 4-chloro-3-(pyridine-2-yl)anili...